From a dataset of the Open Reaction Database (ORD), a public repository of structured organic reaction records. describe an organic reaction: reactants, conditions, products, and yield Procedure details: A solution of 0.28 of 5'-(2-azidoethyl)-2',5'-dideoxy-5-ethyluridine in 50 ml of ethanol was hydrogenated over 50 mg of 10% palladium-on-carbon catalyst for 2 hours. The catalyst was removed by filtration and the filtrate was evaporated to dryness to give 0.23 g of 5'-(2-aminoethyl)-2',5'-dideoxy-5-ethyluridine in the form of a colorless oil which crystallized upon standing. RXN SMILES: [N:1]([CH2:4][CH2:5][CH2:6][C@H:7]1[O:11][C@@H:10]([N:12]2[CH:19]=[C:18]([CH2:20][CH3:21])[C:16](=[O:17])[NH:15][C:13]2=[O:14])[CH2:9][C@@H:8]1[OH:22])=[N+]=[N-]>C(O)C.[Pd]>[NH2:1][CH2:4][CH2:5][CH2:6][C@H:7]1[O:11][C@@H:10]([N:12]2[CH:19]=[C:18]([CH2:20][CH3:21])[C:16](=[O:17])[NH:15][C:13]2=[O:14])[CH2:9][C@@H:8]1[OH:22]. The product is NCCC[C@@H]1[C@H](C[C@@H](O1)N1C(=O)NC(=O)C(=C1)CC)O (5'-(2-aminoethyl)-2',5'-dideoxy-5-ethyluridine). Reagents/catalysts: [Pd] (palladium-on-carbon). The reactants are N(=[N+]=[N-])CCC[C@@H]1[C@H](C[C@@H](O1)N1C(=O)NC(=O)C(=C1)CC)O (5'-(2-azidoethyl)-2',5'-dideoxy-5-ethyluridine). The solvent is C(C)O (ethanol). Starting materials: C=CCOC(=O)NC(C=O)CCC(=O)OC(C)(C)C, CC(=O)[O-], CO, NNC(N)=O, [Na+]. The product is C=CCOC(=O)NC(C=O)CCC(=NNC(N)=O)OC(C)(C)C. RXN SMILES: [CH2:1]([CH:2]=[CH2:3])[O:4][C:5](=[O:6])[NH:7][CH:8]([CH2:9][CH2:10][C:11](=[O:12])[O:13][C:14]([CH3:15])([CH3:16])[CH3:17])[CH:18]=[O:19].[CH3:21][C:22](=[O:23])[O-:24].[CH3:30][OH:31].[NH2:25][NH:26][C:27]([NH2:28])=[O:29].[Na+:20]>>[CH2:1]([CH:2]=[CH2:3])[O:4][C:5](=[O:6])[NH:7][CH:8]([CH2:9][CH2:10][C:11]([O:13][C:14]([CH3:15])([CH3:16])[CH3:17])=[N:25][NH:26][C:27]([NH2:28])=[O:29])[CH:18]=[O:19]. The reactants are N(C1=CC=CC=C1)C1=CC=C(C=C1)NC(CCS)=O (N-(4-anilinophenyl)-3-mercaptopropionamide), N-4(anilinophenyl)acrylamide, [OH-].[K+] (potassium hydroxide). The solvent is C(C)O (ethanol), C(C)O (ethanol). Reaction conditions: time 2 hour. Yields the product N(C1=CC=CC=C1)C1=CC=C(C=C1)NC(CCSCCC(=O)NC1=CC=C(C=C1)NC1=CC=CC=C1)=O (N,N'-bis(4-anilinophenyl)-4-thiaheptanediamide). As a reaction SMILES: [NH:1]([C:8]1[CH:13]=[CH:12][C:11]([NH:14][C:15](=[O:19])[CH2:16][CH2:17][SH:18])=[CH:10][CH:9]=1)[C:2]1[CH:7]=[CH:6][CH:5]=[CH:4][CH:3]=1.[OH-:20].[K+]>C(O)C>[NH:1]([C:8]1[CH:13]=[CH:12][C:11]([NH:14][C:15](=[O:19])[CH2:16][CH2:17][S:18][CH2:17][CH2:16][C:15]([NH:14][C:11]2[CH:12]=[CH:13][C:8]([NH:1][C:2]3[CH:7]=[CH:6][CH:5]=[CH:4][CH:3]=3)=[CH:9][CH:10]=2)=[O:20])=[CH:10][CH:9]=1)[C:2]1[CH:3]=[CH:4][CH:5]=[CH:6][CH:7]=1 |f:1.2|. Procedure details: To a suspension of 20.4 grams of N-4(anilinophenyl)acrylamide in 200 milliliters of ethanol was added 23.3 grams of N-(4-anilinophenyl)-3-mercaptopropionamide. A solution of one gram of potassium hydroxide in 10 milliliters of ethanol was added at 17.5°C. Within a few minutes the temperature began to rise, reaching a maximum of 28°C. Simultaneous with the increase in temperature, product began to precipitate. The reaction mixture was stirred for 2 hours. The solid product was filtered off and al...